This data is from the Open Reaction Database (ORD), a public repository of structured organic reaction records. The task is: describe an organic reaction: reactants, conditions, products, and yield Starting materials: C(#N)CC1=C(C=C(C(=O)NC2C(CCCC2)=O)C=C1)OC (4-(cyanomethyl)-3-methoxy-N-(2-oxocyclohexyl)benzamide), O=P(Cl)(Cl)Cl (POCl3). Product: COC1=C(C=CC(=C1)C=1OC2=C(N1)CCCC2)CC#N ([2-methoxy-4-(4,5,6,7-tetrahydro-1,3-benzoxazol-2-yl)phenyl]acetonitrile). As a reaction SMILES: [C:1]([CH2:3][C:4]1[CH:19]=[CH:18][C:7]([C:8]([NH:10][CH:11]2[CH2:16][CH2:15][CH2:14][CH2:13][C:12]2=[O:17])=O)=[CH:6][C:5]=1[O:20][CH3:21])#[N:2].O=P(Cl)(Cl)Cl>>[CH3:21][O:20][C:5]1[CH:6]=[C:7]([C:8]2[O:17][C:12]3[CH2:13][CH2:14][CH2:15][CH2:16][C:11]=3[N:10]=2)[CH:18]=[CH:19][C:4]=1[CH2:3][C:1]#[N:2]. Procedure: 4-(cyanomethyl)-3-methoxy-N-(2-oxocyclohexyl)benzamide (0.8 g, 2.8 mmol) was treated with POCl3 (5 mL) at reflux for 1 h. The resulting mixture was concentrated and dissolved in dichloromethane (50 mL), washed with sat. NaHCO3 (3×15 mL) and sat. brine (3×15 mL), dried (MgSO4), and concentrated in vacuo. The crude residue was chromatographed on silica gel, eluting with 2:1 hexanes:EtOAc to afford the desired compound, [2-methoxy-4-(4,5,6,7-tetrahydro-1,3-benzoxazol-2-yl)phenyl]acetonitrile, the d... Reactants: OCCC=1C=C(OCCN2CCC3(CN(CCO3)C(=O)C=3N=C(SC3)C)CC2)C=CC1 ((9-(2-(3-(2-Hydroxyethyl)phenoxy)ethyl)-1-oxa-4,9-diazaspiro[5.5]undecan-4-yl)(2-methylthiazol-4-yl)methanone), CC(=O)OI1(C=2C=CC=CC2C(=O)O1)(OC(=O)C)OC(=O)C (Dess-Martin periodinane), FC(C(=O)O)(F)F (trifluoroacetic acid). Run in C(Cl)Cl (DCM), ice water. Conditions: time 5 minute. Product: CC=1SC=C(N1)C(=O)N1CCOC2(C1)CCN(CC2)CCOC=2C=C(C=CC2)CC=O (2-(3-(2-(4-(2-Methylthiazole-4-carbonyl)-1-oxa-4,9-diazaspiro[5.5]undecan-9-yl)ethoxy)phenyl)acetaldehyde). As a reaction SMILES: [OH:1][CH2:2][CH2:3][C:4]1[CH:5]=[C:6]([CH:29]=[CH:30][CH:31]=1)[O:7][CH2:8][CH2:9][N:10]1[CH2:28][CH2:27][C:13]2([O:18][CH2:17][CH2:16][N:15]([C:19]([C:21]3[N:22]=[C:23]([CH3:26])[S:24][CH:25]=3)=[O:20])[CH2:14]2)[CH2:12][CH2:11]1.FC(F)(F)C(O)=O.CC(OI1(OC(C)=O)(OC(C)=O)OC(=O)C2C=CC=CC1=2)=O>C(Cl)Cl>[CH3:26][C:23]1[S:24][CH:25]=[C:21]([C:19]([N:15]2[CH2:14][C:13]3([CH2:27][CH2:28][N:10]([CH2:9][CH2:8][O:7][C:6]4[CH:5]=[C:4]([CH2:3][CH:2]=[O:1])[CH:31]=[CH:30][CH:29]=4)[CH2:11][CH2:12]3)[O:18][CH2:17][CH2:16]2)=[O:20])[N:22]=1. Reported procedure: A solution of (9-(2-(3-(2-hydroxyethyl)phenoxy)ethyl)-1-oxa-4,9-diazaspiro[5.5]undecan-4-yl)(2-methylthiazol-4-yl)methanone (example 24, step c) (0.152 g) in DCM (5 mL) was cooled in ice-water and treated with trifluoroacetic acid (0.039 mL) and stirred for 5 minutes. Dess-Martin periodinane (0.221 g) was added and the mixture was removed from the cooling bath and stirred at room temperature for 25 minutes. The reaction was quenched by the addition of saturated sodium thiosulphate solution (5 mL... Reactants: C1CCOC1, CCOC(=O)N=NC(=O)OCC, O=C(Nc1ccc(O)c([N+](=O)[O-])c1)C(F)(F)F, CC(C)(C)OC(=O)N1CCC(O)CC1, c1ccc(P(c2ccccc2)c2ccccc2)cc1. Product: CC(C)(C)OC(=O)N1CCC(Oc2ccc(NC(=O)C(F)(F)F)cc2[N+](=O)[O-])CC1. Reaction SMILES: [CH2:63]1[O:64][CH2:65][CH2:66][CH2:67]1.[O:51]=[C:52]([O:53][CH2:54][CH3:55])[N:56]=[N:57][C:58]([O:59][CH2:60][CH3:61])=[O:62].[OH:1][c:2]1[c:3]([N+:15](=[O:16])[O-:17])[cH:4][c:5]([NH:8][C:9](=[O:10])[C:11]([F:12])([F:13])[F:14])[cH:6][cH:7]1.[OH:37][CH:38]1[CH2:39][CH2:40][N:41]([C:44](=[O:45])[O:46][C:47]([CH3:48])([CH3:49])[CH3:50])[CH2:42][CH2:43]1.[c:18]1([P:19]([c:20]2[cH:21][cH:22][cH:23][cH:24][cH:25]2)[c:26]2[cH:27][cH:28][cH:29][cH:30][cH:31]2)[cH:32][cH:33][cH:34][cH:35][cH:36]1>>[O:1]([c:2]1[c:3]([N+:15](=[O:16])[O-:17])[cH:4][c:5]([NH:8][C:9](=[O:10])[C:11]([F:12])([F:13])[F:14])[cH:6][cH:7]1)[CH:38]1[CH2:39][CH2:40][N:41]([C:44](=[O:45])[O:46][C:47]([CH3:48])([CH3:49])[CH3:50])[CH2:42][CH2:43]1. The reactants are C(CCCC)C1CCC(CC1)C1=C(C=CC(=C1)CCCBr)C(=O)C1=C(C=C(C=C1)CCCBr)C1CCC(CC1)CCCCC (4-pentylcyclohexyl-p-(3-bromopropyl)phenyl ketone), Na, C[O-].[Na+].CO (sodium methylate methanol). Run in CO (CH3OH), CO (CH3OH). Reaction conditions: time 6 hour. The product is C(CCCC)C1CCC(CC1)C1=C(C=CC(=C1)CCCOC)C(=O)C1=C(C=C(C=C1)CCCOC)C1CCC(CC1)CCCCC (4-pentylcyclohexyl-p-(3-methoxypropyl)phenyl ketone). Reaction SMILES: [CH2:1]([CH:6]1[CH2:11][CH2:10][CH:9]([C:12]2[CH:17]=[C:16]([CH2:18][CH2:19][CH2:20]Br)[CH:15]=[CH:14][C:13]=2[C:22]([C:24]2[CH:29]=[CH:28][C:27]([CH2:30][CH2:31][CH2:32]Br)=[CH:26][C:25]=2[CH:34]2[CH2:39][CH2:38][CH:37]([CH2:40][CH2:41][CH2:42][CH2:43][CH3:44])[CH2:36][CH2:35]2)=[O:23])[CH2:8][CH2:7]1)[CH2:2][CH2:3][CH2:4][CH3:5].[CH3:45][O-:46].[Na+].[CH3:48][OH:49]>CO>[CH2:1]([CH:6]1[CH2:11][CH2:10][CH:9]([C:12]2[CH:17]=[C:16]([CH2:18][CH2:19][CH2:20][O:46][CH3:45])[CH:15]=[CH:14][C:13]=2[C:22]([C:24]2[CH:29]=[CH:28][C:27]([CH2:30][CH2:31][CH2:32][O:49][CH3:48])=[CH:26][C:25]=2[CH:34]2[CH2:39][CH2:38][CH:37]([CH2:40][CH2:41][CH2:42][CH2:43][CH3:44])[CH2:36][CH2:35]2)=[O:23])[CH2:8][CH2:7]1)[CH2:2][CH2:3][CH2:4][CH3:5] |f:1.2.3|. Reported procedure: In another flask were placed 40 g of 4-pentylcyclohexyl-p-(3-bromopropyl)phenyl ketone and 200 ml of CH3OH and stirred. Thereafter, a sodium methylate-methanol solution prepared by dissolving 3.5 g of Na in 80 ml of absolute CH3OH was added thereto dropwise, and the resulting solution was refluxed. After 6 hours, the reaction solution was concentrated and then poured into water, after which the separated oil layer was extracted with benzene. After the benzene was distilled off, the residue was d... Reactants: COC1=CC2=C(CC(N(C=C2)CCC=O)=O)C=C1OC (3-[7,8-dimethoxy-1,3-dihydro-2H-3-benzazepin-2-on-3-yl]-propionaldehyde), NC1CC2=CC=CC=C2CC1 (2-amino-1,2,3,4-tetrahydronaphthalene). The reagents and catalysts are [Pd] (palladium/charcoal). Solvent: C(C)O (ethanol). The product is COC1=CC2=C(CC(N(CC2)CCCNC2CC3=CC=CC=C3CC2)=O)C=C1OC (1-[7,8-Dimethoxy-1,3,4,5-tetrahydro-2H-3-benzazepin-2-on-3-yl]-3-[N-(1,2,3,4-tetrahydronaphth-2-yl)-amino]-propane). Reaction SMILES: [CH3:1][O:2][C:3]1[C:18]([O:19][CH3:20])=[CH:17][C:6]2[CH2:7][C:8](=[O:16])[N:9]([CH2:12][CH2:13][CH:14]=O)[CH:10]=[CH:11][C:5]=2[CH:4]=1.[NH2:21][CH:22]1[CH2:31][CH2:30][C:29]2[C:24](=[CH:25][CH:26]=[CH:27][CH:28]=2)[CH2:23]1>C(O)C.[Pd]>[CH3:1][O:2][C:3]1[C:18]([O:19][CH3:20])=[CH:17][C:6]2[CH2:7][C:8](=[O:16])[N:9]([CH2:12][CH2:13][CH2:14][NH:21][CH:22]3[CH2:31][CH2:30][C:29]4[C:24](=[CH:25][CH:26]=[CH:27][CH:28]=4)[CH2:23]3)[CH2:10][CH2:11][C:5]=2[CH:4]=1. Procedure details: Here, 3-[7,8-dimethoxy-1,3-dihydro-2H-3-benzazepin-2-on-3-yl]-propionaldehyde (1.5 g, 0.0054 mol) and 2-amino-1,2,3,4-tetrahydronaphthalene (0.8 g, 0.0054 mol) are hydrogenated in ethanol (150 ml) in the presence of 10% palladium/charcoal (0.5 g) for 15 hours under pressure (5 bar) at 60° C. The catalyst is removed by suction filtering, the filtrate is concentrated in vacuo and the residue is purified over silica gel by column chromatography with methylene chloride and increasing amounts of etha... Starting materials: Oc1cc(C2CCC3(CC2)OCCO3)nc2ccnn12, CCOC(=O)CC(=O)C1CCC2(C1)OCCO2, CCOC(=O)CC(=O)C1CCC2(CC1)OCCO2. Yields the product Oc1cc(C2CCC3(C2)OCCO3)nc2ccnn12. Reaction SMILES: [O:1]1[CH2:2][CH2:3][O:4][C:5]12[CH2:6][CH2:7][CH:8]([c:11]1[n:12][c:13]3[n:14]([c:15]([OH:17])[cH:16]1)[n:18][cH:19][cH:20]3)[CH2:9][CH2:10]2.[O:21]=[C:22]([CH:23]1[CH2:24][CH2:25][C:26]2([O:27][CH2:28][CH2:29][O:30]2)[CH2:31]1)[CH2:32][C:33]([O:34][CH2:35][CH3:36])=[O:37].[O:38]=[C:39]([CH:40]1[CH2:41][CH2:42][C:43]2([O:44][CH2:45][CH2:46][O:47]2)[CH2:48][CH2:49]1)[CH2:50][C:51]([O:52][CH2:53][CH3:54])=[O:55]>>[O:1]1[CH2:2][CH2:3][O:4][C:5]12[CH2:7][CH:8]([c:11]1[n:12][c:13]3[n:14]([c:15]([OH:17])[cH:16]1)[n:18][cH:19][cH:20]3)[CH2:9][CH2:10]2. Starting materials: ClCC1=NC=CC(=C1C)SCCCCSCCN1C(=NC=C1[N+](=O)[O-])C (2-chloromethyl-3-methyl-4-{4-[2-(2-methyl-5-nitroimidazol-1-yl)ethylthio]butylthio}-pyridine), SC=1NC2=C(N1)C=CC=C2 (2-mercaptobenzimidazole). The solvent is C(C)(C)O (isopropanol). Yields the product CC=1C(=NC=CC1SCCCCSCCN1C(=NC=C1[N+](=O)[O-])C)CSC1=NC2=C(N1)C=CC=C2 (2-(3-Methyl-4-{4-[2-(2-methyl-5-nitroimidazol-1-yl)ethylthio]butylthio}pyridin-2-ylmethylthio)-1 H-benzimidazole). Reaction SMILES: Cl[CH2:2][C:3]1[C:8]([CH3:9])=[C:7]([S:10][CH2:11][CH2:12][CH2:13][CH2:14][S:15][CH2:16][CH2:17][N:18]2[C:22]([N+:23]([O-:25])=[O:24])=[CH:21][N:20]=[C:19]2[CH3:26])[CH:6]=[CH:5][N:4]=1.[SH:27][C:28]1[NH:29][C:30]2[CH:36]=[CH:35][CH:34]=[CH:33][C:31]=2[N:32]=1>C(O)(C)C>[CH3:9][C:8]1[C:3]([CH2:2][S:27][C:28]2[NH:32][C:31]3[CH:33]=[CH:34][CH:35]=[CH:36][C:30]=3[N:29]=2)=[N:4][CH:5]=[CH:6][C:7]=1[S:10][CH2:11][CH2:12][CH2:13][CH2:14][S:15][CH2:16][CH2:17][N:18]1[C:22]([N+:23]([O-:25])=[O:24])=[CH:21][N:20]=[C:19]1[CH3:26]. Procedure details: 2.5 g (6 mmol) of 2-chloromethyl-3-methyl-4-{4-[2-(2-methyl-5-nitroimidazol-1-yl)ethylthio]butylthio}-pyridine and 0.9 g (6 mmol) of 2-mercaptobenzimidazole are heated to reflux for 1 h in 25 ml of isopropanol. The mixture is then cooled in an ice bath and the precipitated solid is filtered off with suction. The solid is taken up in water and treated with saturated sodium hydrogen carbonate solution. The mixture is extracted with dichloromethane. The organic phase is washed with water, dried ove...